This data is from the Open Reaction Database (ORD), a public repository of structured organic reaction records. The task is: describe an organic reaction: reactants, conditions, products, and yield The reactants are Cl (hydrochloric acid), C(C1=CC=CC=C1)OC(=O)C1OC(CC1C(=O)O)=O ((2RS,3SR)-2-benzyloxycarbonyl-5-oxotetrahydrofuran-3-carboxylic acid), Cl.C(C)N=C=NCCCN(C)C (1-ethyl-3-(3-dimethylaminopropyl)carbodiimide hydrochloride), C(C)(C)(C)O (tert-butyl alcohol). Reagents/catalysts: CN(C1=CC=NC=C1)C (4-dimethylaminopyridine). Run in C(Cl)(Cl)Cl (chloroform). Conditions: time 14 hour. The product is O=C1CC(C(O1)C(=O)OCC1=CC=CC=C1)C(=O)OC(C)(C)C (2-benzyl 3-tert-butyl (2RS,3RS)-5-oxotetrahydrofuran-2,3-dicarboxylate). As a reaction SMILES: [CH2:1]([O:8][C:9]([CH:11]1[CH:15]([C:16]([OH:18])=[O:17])[CH2:14][C:13](=[O:19])[O:12]1)=[O:10])[C:2]1[CH:7]=[CH:6][CH:5]=[CH:4][CH:3]=1.Cl.C(N=C=NCCCN(C)C)C.[C:32](O)([CH3:35])([CH3:34])[CH3:33].Cl>C(Cl)(Cl)Cl.CN(C)C1C=CN=CC=1>[O:19]=[C:13]1[O:12][CH:11]([C:9]([O:8][CH2:1][C:2]2[CH:7]=[CH:6][CH:5]=[CH:4][CH:3]=2)=[O:10])[CH:15]([C:16]([O:18][C:32]([CH3:35])([CH3:34])[CH3:33])=[O:17])[CH2:14]1 |f:1.2|. Procedure details: 6.53 g of (2RS,3SR)-2-benzyloxycarbonyl-5-oxotetrahydrofuran-3-carboxylic acid was dissolved in 70 ml of chloroform, and 4.53 g of 4-dimethylaminopyridine, 7.11 g of 1-ethyl-3-(3-dimethylaminopropyl)carbodiimide hydrochloride and 4.70 ml of tert-butyl alcohol were sequentially added thereto, followed by stirring at room temperature for 14 hours. The reaction solution was poured into 1N hydrochloric acid cooled with ice and extracted with ethyl acetate. The organic layer was dried over anhydrous ... Reactants: OC1CCN(CC1)C(=O)N1CC(CC(C1)C1=CC(=CC=C1)OC(F)(F)F)C(=O)O (1-[(4-Hydroxypiperidin-1-yl)carbonyl]-5-[3-(trifluoromethoxy)phenyl]piperidine-3-carboxylic acid), ON=C(CCOC)N (N′-hydroxy-3-methoxypropanimidamide). The product is OC1CCN(CC1)C(=O)N1CC(CC(C1)C1=CC(=CC=C1)OC(F)(F)F)C1=NC(=NO1)CCOC ((4-Hydroxypiperidin-1-yl){3-[3-(2-methoxyethyl)-1,2,4-oxadiazol-5-yl]-5-[3-(trifluoromethoxy)-phenyl]piperidin-1-yl}methanone). As a reaction SMILES: [OH:1][CH:2]1[CH2:7][CH2:6][N:5]([C:8]([N:10]2[CH2:15][CH:14]([C:16]3[CH:21]=[CH:20][CH:19]=[C:18]([O:22][C:23]([F:26])([F:25])[F:24])[CH:17]=3)[CH2:13][CH:12]([C:27](O)=[O:28])[CH2:11]2)=[O:9])[CH2:4][CH2:3]1.O[N:31]=[C:32]([NH2:37])[CH2:33][CH2:34][O:35][CH3:36]>>[OH:1][CH:2]1[CH2:7][CH2:6][N:5]([C:8]([N:10]2[CH2:15][CH:14]([C:16]3[CH:21]=[CH:20][CH:19]=[C:18]([O:22][C:23]([F:25])([F:24])[F:26])[CH:17]=3)[CH2:13][CH:12]([C:27]3[O:28][N:37]=[C:32]([CH2:33][CH2:34][O:35][CH3:36])[N:31]=3)[CH2:11]2)=[O:9])[CH2:4][CH2:3]1. Reported procedure: 200 mg (0.48 mmol) of the compound from Example 194A and 113 mg (0.72 mmol) of N′-hydroxy-3-methoxypropanimidamide were reacted according to the General Method 2. Yield: 182 mg (73% of theory) Reactants: Cl (hydrochloric acid), oil, [N+](=O)([O-])C1=C(C=CC=C1)CC(C(=O)OCC)C(=O)OCC (diethyl (2-nitrophenylmethyl)-1,3-propanedioate), [OH-].[Na+] (sodium hydroxide), C(C)(=O)O (acetic acid). The solvent is O (water), C1(=CC=CC=C1)C (toluene). Reaction conditions: time 1 hour. Product: [N+](=O)([O-])C1=C(C=CC=C1)CCC(=O)O (3-(2-nitrophenyl)propionic acid). Reaction SMILES: [N+:1]([C:4]1[CH:9]=[CH:8][CH:7]=[CH:6][C:5]=1[CH2:10][CH:11](C(OCC)=O)[C:12]([O:14]CC)=[O:13])([O-:3])=[O:2].C(O)(=O)C.Cl.[OH-].[Na+]>C1(C)C=CC=CC=1.O>[N+:1]([C:4]1[CH:9]=[CH:8][CH:7]=[CH:6][C:5]=1[CH2:10][CH2:11][C:12]([OH:14])=[O:13])([O-:3])=[O:2] |f:3.4|. Procedure details: The 164.2 g of oil containing diethyl (2-nitrophenylmethyl)-1,3-propanedioate, from Step A, was combined with 1 L of acetic acid and 1 L of aqueous 20% hydrochloric acid, and heated under reflux for 16 hours. The reaction mixture was cooled to ambient temperature, and concentrated under reduced pressure to give a residue. The residue was stirred with 450 mL of water, then 450 mL of aqueous 10% sodium hydroxide solution was added. The mixture was stirred for one hour, then was extracted with four... Reactants: P(=O)(O)(O)CC1=CC=CC=2N1C=C(N2)C(=O)O (5-(phosphonomethyl)imidazo[1,2-a]pyridine-2-carboxylic acid), O1CCCC1 (THF). Conditions: time 3 hour. Yields the product NC1=CC=C(C=N1)CO (6-amino-3-pyridinemethanol). The yield is 99.0%. As a reaction SMILES: P(C[C:6]1[N:11]2C=C(C(O)=O)[N:14]=[C:10]2[CH:9]=[CH:8][CH:7]=1)(O)(O)=O.[O:18]1CCC[CH2:19]1>>[NH2:14][C:10]1[N:11]=[CH:6][C:7]([CH2:19][OH:18])=[CH:8][CH:9]=1. Reported procedure: A 250 mL 3-neck flask equipped with an addition funnel, an argon (Ar) inlet and a stopper was flame dried and cooled to room temperature. Dry tetrahydrofuran (THF, 30 mL) was added to the flask, followed by 1M. lithium aluminum hydride (LAH) in Et2O (16 mL). After cooling the solution to 0° C. with a wet ice/water bath, the product from Example 8 (0.92 g, 6 mmol) suspended in THF (100 mL) was added dropwise. The reaction was allowed to warm to room temperature and stir for 3 h. The reaction was ... Reactants: BrC1=CN=C(C=2N1C=CN2)NC ((5-bromo-imidazo[1,2-a]pyrazin-8-yl)-methyl-amine), BrC1=CN=C(C=2N1C=CN2)NC ((5-bromo-imidazo[1,2-a]pyrazin-8-yl)-methyl-amine), FC1=CC=C(C=C1)B(O)O (4-fluorobenzene boronic acid), C(=O)([O-])[O-].[K+].[K+] (K2CO3). The reagents and catalysts are C=1C=CC(=CC1)[P](C=2C=CC=CC2)(C=3C=CC=CC3)[Pd]([P](C=4C=CC=CC4)(C=5C=CC=CC5)C=6C=CC=CC6)([P](C=7C=CC=CC7)(C=8C=CC=CC8)C=9C=CC=CC9)[P](C=1C=CC=CC1)(C=1C=CC=CC1)C=1C=CC=CC1 (Pd(PPh3)4). Run in CN(C)C=O (DMF), O (water). Run at temperature 170 celsius. Product: FC1=CC=C(C=C1)C1=CN=C(C=2N1C=CN2)NC ([5-(4-Fluoro-phenyl)-imidazo[1,2-a]pyrazin-8-yl]-methyl-amine). RXN SMILES: Br[C:2]1[N:7]2[CH:8]=[CH:9][N:10]=[C:6]2[C:5]([NH:11][CH3:12])=[N:4][CH:3]=1.[F:13][C:14]1[CH:19]=[CH:18][C:17](B(O)O)=[CH:16][CH:15]=1.C([O-])([O-])=O.[K+].[K+]>CN(C=O)C.O.C1C=CC([P]([Pd]([P](C2C=CC=CC=2)(C2C=CC=CC=2)C2C=CC=CC=2)([P](C2C=CC=CC=2)(C2C=CC=CC=2)C2C=CC=CC=2)[P](C2C=CC=CC=2)(C2C=CC=CC=2)C2C=CC=CC=2)(C2C=CC=CC=2)C2C=CC=CC=2)=CC=1>[F:13][C:14]1[CH:19]=[CH:18][C:17]([C:2]2[N:7]3[CH:8]=[CH:9][N:10]=[C:6]3[C:5]([NH:11][CH3:12])=[N:4][CH:3]=2)=[CH:16][CH:15]=1 |f:2.3.4,^1:38,40,59,78|. Procedure details: To a solution of (5-bromo-imidazo[1,2-a]pyrazin-8-yl)-methyl-amine (intermediate O) (68 mg, 0.3 mmol) in DMF (4 ml) and water (2 ml) was added 4-fluorobenzene boronic acid (84 mg, 0.6 mmol), K2CO3 (165 mg 1.2 mmol), and Pd(PPh3)4 (35 mg, 0.1 eq). The mixture was heated at 170° C. in microwave for 6 min. The mixture was purified on a silica gel column to give the title compound. Starting materials: ClCCl, CCCN(CC1CC1)C(=O)CC(C)=O, ClC(Cl)Cl, O=S(=O)(Cl)Cl. Yields the product CCCN(CC1CC1)C(=O)C(Cl)C(C)=O. As a reaction SMILES: [CH2:20]([Cl:21])[Cl:22].[CH:1]1([CH2:4][N:5]([C:6]([CH2:7][C:8]([CH3:9])=[O:10])=[O:11])[CH2:12][CH2:13][CH3:14])[CH2:2][CH2:3]1.[CH:23]([Cl:24])([Cl:25])[Cl:26].[S:15]([Cl:16])(=[O:17])([Cl:18])=[O:19]>>[CH:1]1([CH2:4][N:5]([C:6]([CH:7]([C:8]([CH3:9])=[O:10])[Cl:18])=[O:11])[CH2:12][CH2:13][CH3:14])[CH2:2][CH2:3]1.